From a dataset of the Open Reaction Database (ORD), a public repository of structured organic reaction records. describe an organic reaction: reactants, conditions, products, and yield Starting materials: C(=O)([O-])[O-].[Na+].[Na+] (Na2CO3), CCO (EtOH), BrC=1C(=NC=C(C(=O)NC2=CC=C(C=C2)OC(F)(F)F)C1)N1CC(C1)(C)O (5-Bromo-6-(3-hydroxy-3-methylazetidin-1-yl)-N-(4-(trifluoromethoxy)phenyl)nicotinamide), N1=CN=CC(=C1)B(O)O (pyrimidin-5-ylboronic acid). The reagents and catalysts are Cl[Pd]([P](C1=CC=CC=C1)(C2=CC=CC=C2)C3=CC=CC=C3)([P](C4=CC=CC=C4)(C5=CC=CC=C5)C6=CC=CC=C6)Cl (Pd(PPh3)2Cl2). The solvent is CCOC(=O)C (EtOAc), COCCOC (DME). Run at temperature 95 celsius. Product: OC1(CN(C1)C1=NC=C(C(=O)NC2=CC=C(C=C2)OC(F)(F)F)C=C1C=1C=NC=NC1)C (6-(3-Hydroxy-3-methylazetidin-1-yl)-5-(pyrimidin-5-yl)-N-(4-(trifluoromethoxy)phenyl)nicotinamide). As a reaction SMILES: Br[C:2]1[C:3]([N:22]2[CH2:25][C:24]([OH:27])([CH3:26])[CH2:23]2)=[N:4][CH:5]=[C:6]([CH:21]=1)[C:7]([NH:9][C:10]1[CH:15]=[CH:14][C:13]([O:16][C:17]([F:20])([F:19])[F:18])=[CH:12][CH:11]=1)=[O:8].[N:28]1[CH:33]=[C:32](B(O)O)[CH:31]=[N:30][CH:29]=1.C([O-])([O-])=O.[Na+].[Na+].CCO>COCCOC.Cl[Pd](Cl)([P](C1C=CC=CC=1)(C1C=CC=CC=1)C1C=CC=CC=1)[P](C1C=CC=CC=1)(C1C=CC=CC=1)C1C=CC=CC=1.CCOC(C)=O>[OH:27][C:24]1([CH3:26])[CH2:25][N:22]([C:3]2[C:2]([C:32]3[CH:33]=[N:28][CH:29]=[N:30][CH:31]=3)=[CH:21][C:6]([C:7]([NH:9][C:10]3[CH:15]=[CH:14][C:13]([O:16][C:17]([F:20])([F:19])[F:18])=[CH:12][CH:11]=3)=[O:8])=[CH:5][N:4]=2)[CH2:23]1 |f:2.3.4,^1:54,73|. Procedure: 5-Bromo-6-(3-hydroxy-3-methylazetidin-1-yl)-N-(4-(trifluoromethoxy)phenyl)nicotinamide (Stage 128.1, 89 mg, 0.2 mmol) and pyrimidin-5-ylboronic acid (50 mg, 0.4 mmol) were dissolved in DME (0.8 mL). A solution of 2 M Na2CO3 (0.300 mL, 0.6 mmol) and EtOH (120 μL) were added, the mixture was flushed with argon, Pd(PPh3)2Cl2 (17 mg, 0.02 mmol) was added and the RM was heated at 95° C. for 3 h in a pressure safe vial. After cooling at RT, the RM was treated with EtOAc and washed with brine. The orga...